This data is from the Open Reaction Database (ORD), a public repository of structured organic reaction records. The task is: describe an organic reaction: reactants, conditions, products, and yield As a reaction SMILES: [BrH:19].[C:25]([OH:26])(=[O:27])[CH3:28].[N:1]([O-:2])=[O:3].[NH2:5][c:6]1[cH:7][cH:8][cH:9][c:10]2[cH:11][cH:12][c:13]([C:16](=[O:17])[OH:18])[cH:14][c:15]12.[Na+:4].[OH2:29].[S:20](=[O:21])(=[O:22])([OH:23])[OH:24]>>[c:6]1([Br:19])[cH:7][cH:8][cH:9][c:10]2[cH:11][cH:12][c:13]([C:16](=[O:17])[OH:18])[cH:14][c:15]12. Reactants: Br, CC(=O)O, O=N[O-], Nc1cccc2ccc(C(=O)O)cc12, [Na+], O, O=S(=O)(O)O. Product: O=C(O)c1ccc2cccc(Br)c2c1. Reaction SMILES: [CH3:48][CH2:49][OH:50].[Cl:1][c:2]1[cH:3][cH:4][c:5]([CH2:6][N:7]2[CH2:8][CH2:9][N:10]([CH2:13][CH2:14][CH2:15][O:16][c:17]3[cH:18][c:19]([O:20][c:21]4[c:22]([C:35](=[O:36])[O:37][CH2:38][CH3:39])[n:23][n:24][n:25]4[CH2:26][c:27]4[cH:28][cH:29][c:30]([O:33][CH3:34])[cH:31][cH:32]4)[cH:40][cH:41][cH:42]3)[CH2:11][CH2:12]2)[cH:43][cH:44]1.[ClH:47].[Na+:46].[OH-:45].[OH2:51]>>[Cl:1][c:2]1[cH:3][cH:4][c:5]([CH2:6][N:7]2[CH2:8][CH2:9][N:10]([CH2:13][CH2:14][CH2:15][O:16][c:17]3[cH:18][c:19]([O:20][c:21]4[c:22]([C:35](=[O:36])[OH:37])[n:23][n:24][n:25]4[CH2:26][c:27]4[cH:28][cH:29][c:30]([O:33][CH3:34])[cH:31][cH:32]4)[cH:40][cH:41][cH:42]3)[CH2:11][CH2:12]2)[cH:43][cH:44]1. Product: COc1ccc(Cn2nnc(C(=O)O)c2Oc2cccc(OCCCN3CCN(Cc4ccc(Cl)cc4)CC3)c2)cc1. The reactants are CCO, CCOC(=O)c1nnn(Cc2ccc(OC)cc2)c1Oc1cccc(OCCCN2CCN(Cc3ccc(Cl)cc3)CC2)c1, Cl, [Na+], [OH-], O. Reactants: C(C)OC=C(C(=O)OCC)C#N (ethyl (ethoxymethylene)cyanoacetate), CNN (methylhydrazine), C(C)O (ethanol). Product: NC1=C(C=NN1C)C(=O)OCC (ethyl 5-amino-1-methyl-1H-pyrazole-4-carboxylate). Isolated yield 75.4%. As a reaction SMILES: C(OC=[C:5]([C:11]#[N:12])[C:6]([O:8][CH2:9][CH3:10])=[O:7])C.[CH3:13][NH:14][NH2:15].[CH2:16](O)C>>[NH2:12][C:11]1[N:15]([CH3:16])[N:14]=[CH:13][C:5]=1[C:6]([O:8][CH2:9][CH3:10])=[O:7]. Procedure: A solution of ethyl (ethoxymethylene)cyanoacetate (68 g, 0.4 mol) and methylhydrazine (18.5 g, 0.4 mol) in 200 mL absolute ethanol was refluxed for 1.5 h, then cooled to RT and filtered. The filtrate was concentrated in vacuo and the residue was triturated with ether to give 54 g of crude ethyl 5-amino-1-methyl-1H-pyrazole-4-carboxylate in 75.4% yield. The reactants are O=C(O)Cc1cccc(Br)c1, C1CCOC1, COc1ccccc1-c1nn(COCC[Si](C)(C)C)c2ncc(B3OC(C)(C)C(C)(C)O3)cc12, CC#N, [Na+], [Na+], O=C([O-])[O-]. The product is COc1ccccc1-c1nn(COCC[Si](C)(C)C)c2ncc(-c3cccc(CC(=O)O)c3)cc12. Reaction SMILES: [Br:35][c:36]1[cH:37][c:38]([CH2:42][C:43](=[O:44])[OH:45])[cH:39][cH:40][cH:41]1.[CH2:46]1[O:47][CH2:48][CH2:49][CH2:50]1.[CH3:1][O:2][c:3]1[c:4](-[c:9]2[n:10][n:11]([CH2:27][O:28][CH2:29][CH2:30][Si:31]([CH3:32])([CH3:33])[CH3:34])[c:12]3[n:13][cH:14][c:15]([B:18]4[O:19][C:20]([CH3:21])([CH3:22])[C:23]([CH3:24])([CH3:25])[O:26]4)[cH:16][c:17]23)[cH:5][cH:6][cH:7][cH:8]1.[CH3:57][C:58]#[N:59].[Na+:51].[Na+:52].[O-:53][C:54](=[O:55])[O-:56]>>[CH3:1][O:2][c:3]1[c:4](-[c:9]2[n:10][n:11]([CH2:27][O:28][CH2:29][CH2:30][Si:31]([CH3:32])([CH3:33])[CH3:34])[c:12]3[n:13][cH:14][c:15](-[c:36]4[cH:37][c:38]([CH2:42][C:43](=[O:44])[OH:45])[cH:39][cH:40][cH:41]4)[cH:16][c:17]23)[cH:5][cH:6][cH:7][cH:8]1. The reactants are C1CCNCC1, COc1ccccc1-c1cc(-c2ccc(C=O)cc2)cc2c1OCO2, Cc1ccccc1, CC(=O)O, O=C1CSC(=O)N1. Yields the product COc1ccccc1-c1cc(-c2ccc(C=C3SC(=O)NC3=O)cc2)cc2c1OCO2. RXN SMILES: [CH2:8]1[CH2:9][CH2:10][NH:11][CH2:12][CH2:13]1.[CH3:14][O:15][c:16]1[c:17](-[c:22]2[cH:23][c:24](-[c:31]3[cH:32][cH:33][c:34]([CH:35]=[O:36])[cH:37][cH:38]3)[cH:25][c:26]3[c:27]2[O:28][CH2:29][O:30]3)[cH:18][cH:19][cH:20][cH:21]1.[CH3:1][c:2]1[cH:3][cH:4][cH:5][cH:6][cH:7]1.[CH3:46][C:47](=[O:48])[OH:49].[S:39]1[C:40](=[O:45])[NH:41][C:42](=[O:44])[CH2:43]1>>[CH3:14][O:15][c:16]1[c:17](-[c:22]2[cH:23][c:24](-[c:31]3[cH:32][cH:33][c:34]([CH:35]=[C:43]4[S:39][C:40](=[O:45])[NH:41][C:42]4=[O:44])[cH:37][cH:38]3)[cH:25][c:26]3[c:27]2[O:28][CH2:29][O:30]3)[cH:18][cH:19][cH:20][cH:21]1. The reactants are OCC1=CC=C2C=CN(C2=C1)S(=O)(=O)C1=CC=C(C=C1)C (6-hydroxymethyl-1-(4-methylphenylsulfonyl)indole), C1(=CC=CC=C1)P(C1=CC=CC=C1)C1=CC=CC=C1 (triphenylphospine), C(Cl)(Cl)(Cl)Cl (carbon tetrachloride). Run in O (water), CN(C=O)C (N,N-dimethylformamide). Run at time 18 hour. Product: ClCC1=CC=C2C=CN(C2=C1)S(=O)(=O)C1=CC=C(C=C1)C (6-chloromethyl-1-(4-methylphenylsulfonyl)indole). The yield is 96.0%. RXN SMILES: O[CH2:2][C:3]1[CH:11]=[C:10]2[C:6]([CH:7]=[CH:8][N:9]2[S:12]([C:15]2[CH:20]=[CH:19][C:18]([CH3:21])=[CH:17][CH:16]=2)(=[O:14])=[O:13])=[CH:5][CH:4]=1.C1(P(C2C=CC=CC=2)C2C=CC=CC=2)C=CC=CC=1.C(Cl)(Cl)(Cl)[Cl:42]>CN(C)C=O.O>[Cl:42][CH2:2][C:3]1[CH:11]=[C:10]2[C:6]([CH:7]=[CH:8][N:9]2[S:12]([C:15]2[CH:20]=[CH:19][C:18]([CH3:21])=[CH:17][CH:16]=2)(=[O:14])=[O:13])=[CH:5][CH:4]=1. Procedure: A solution of 6-hydroxymethyl-1-(4-methylphenylsulfonyl)indole (21.0 g) and triphenylphospine (21 g) in a mixture of N,N-dimethylformamide (200 ml) and carbon tetrachloride (27 ml) was stirred at room temperature for 18 hr under a nitrogen atmosphere. The solution was diluted with water and extracted with ethyl acetate. The organic phase was washed with water and brine, dried (MgSO4), and evaporated to give 6-chloromethyl-1-(4-methylphenylsulfonyl)indole (21.4 g, 96%) as an ivory solid partial N... Solvent: C(Cl)Cl (methylene chloride). The reactants are COC1=C(C(=NC=C1C)CSC=1NC2=C(N1)C=CC=C2)C (2-[[(4-methoxy-3,5-dimethyl-2 -pyridyl)methyl]thio]benzimidazole), CO (methanol). Product: COC1=C(C(=NC=C1C)CS(=O)C=1NC2=C(N1)C=CC=C2)C (2-[[(4-methoxy-3,5-dimethyl-2-pyridyl)methyl]sulphinyl]benzimidazole). RXN SMILES: [CH3:1][O:2][C:3]1[C:8]([CH3:9])=[CH:7][N:6]=[C:5]([CH2:10][S:11][C:12]2[NH:13][C:14]3[CH:20]=[CH:19][CH:18]=[CH:17][C:15]=3[N:16]=2)[C:4]=1[CH3:21].C[OH:23]>C(Cl)Cl>[CH3:1][O:2][C:3]1[C:8]([CH3:9])=[CH:7][N:6]=[C:5]([CH2:10][S:11]([C:12]2[NH:16][C:15]3[CH:17]=[CH:18][CH:19]=[CH:20][C:14]=3[N:13]=2)=[O:23])[C:4]=1[CH3:21]. Procedure: 53.5 g of 2-[[(4-methoxy-3,5-dimethyl-2 -pyridyl)methyl]thio]benzimidazole are dissolved in 1.2 l of methylene chloride and 100 ml of methanol and then cooled to -20°. 33.4 g of m-chloroperbenzoic acid, recrystallized from methylene chloride/petroleum ether, are then introduced within 10 minutes. The solution is stirred for a further 60 minutes at -20° and then poured into a mixture of 250 ml of 2N sodium carbonate solution and ice. The organic phase is washed neutral with water, dried over sodi... Run at time 60 minute.